This data is from the Open Reaction Database (ORD), a public repository of structured organic reaction records. The task is: describe an organic reaction: reactants, conditions, products, and yield Procedure details: To a ice cooled solution of sodium hydroxide (2.4 g, 60 mmol) in water (30 ml) was added benzamidine hydrochloride hydrate (9.4 g, 60 mmol) and ethyl benzoylacetate (12.1 g, 63 mmol). Ethanol (ca 30 ml) was added and the mixture was stirred at room temperature overnight. The solid was filtered off, washed with water and diethyl ether and dried which gave the title compound (9.0 g, 60%), (M+H)+1 249. Run at time 8 hour. Isolated yield 60.4%. As a reaction SMILES: [OH-].[Na+].O.Cl.[C:5]([NH2:13])(=[NH:12])[C:6]1[CH:11]=[CH:10][CH:9]=[CH:8][CH:7]=1.[C:14]([CH2:22][C:23](OCC)=[O:24])(=O)[C:15]1[CH:20]=[CH:19][CH:18]=[CH:17][CH:16]=1.C(O)C>O>[C:6]1([C:5]2[N:13]=[C:23]([OH:24])[CH:22]=[C:14]([C:15]3[CH:20]=[CH:19][CH:18]=[CH:17][CH:16]=3)[N:12]=2)[CH:11]=[CH:10][CH:9]=[CH:8][CH:7]=1 |f:0.1,2.3.4|. Reactants: ice, [OH-].[Na+] (sodium hydroxide), O.Cl.C(C1=CC=CC=C1)(=N)N (benzamidine hydrochloride hydrate), C(C1=CC=CC=C1)(=O)CC(=O)OCC (ethyl benzoylacetate), C(C)O (Ethanol). The product is C1(=CC=CC=C1)C1=NC(=CC(=N1)O)C1=CC=CC=C1 (2,6-Diphenyl-pyrimidin-4-ol). Run in O (water).